describe an organic reaction: reactants, conditions, products, and yield From a dataset of the Open Reaction Database (ORD), a public repository of structured organic reaction records. The product is COc1ccc(C(=O)c2ccccc2C)cc1. Starting materials: COc1ccccc1, Cc1ccccc1C(=O)Cl, O=S(=O)([O-])C(F)(F)F, O=S(=O)([O-])C(F)(F)F, O=S(=O)([O-])C(F)(F)F, C[N+](=O)[O-], [Yb+3]. As a reaction SMILES: [CH3:1][O:2][c:3]1[cH:4][cH:5][cH:6][cH:7][cH:8]1.[CH3:9][c:10]1[c:11]([C:12](=[O:13])[Cl:14])[cH:15][cH:16][cH:17][cH:18]1.[F:19][C:20]([F:21])([F:22])[S:23]([O-:24])(=[O:25])=[O:26].[F:28][C:29]([F:30])([F:31])[S:32]([O-:33])(=[O:34])=[O:35].[F:36][C:37]([F:38])([F:39])[S:40]([O-:41])(=[O:42])=[O:43].[N+:44]([CH3:45])([O-:46])=[O:47].[Yb+3:27]>>[CH3:1][O:2][c:3]1[cH:4][cH:5][c:6]([C:12]([c:11]2[c:10]([CH3:9])[cH:18][cH:17][cH:16][cH:15]2)=[O:13])[cH:7][cH:8]1. Starting materials: CCN1CC2CCCC2C1CNC(=O)c1cc(Cl)c(NC(C)=O)cc1OC, CCO, [Na+], [OH-]. Product: CCN1CC2CCCC2C1CNC(=O)c1cc(Cl)c(N)cc1OC. Reaction SMILES: [CH2:1]([CH3:2])[N:3]1[CH:4]([CH2:11][NH:12][C:13]([c:14]2[c:15]([O:25][CH3:26])[cH:16][c:17]([NH:21][C:22](=[O:23])[CH3:24])[c:18]([Cl:20])[cH:19]2)=[O:27])[CH:5]2[CH2:6][CH2:7][CH2:8][CH:9]2[CH2:10]1.[CH3:30][CH2:31][OH:32].[Na+:29].[OH-:28]>>[CH2:1]([CH3:2])[N:3]1[CH:4]([CH2:11][NH:12][C:13]([c:14]2[c:15]([O:25][CH3:26])[cH:16][c:17]([NH2:21])[c:18]([Cl:20])[cH:19]2)=[O:27])[CH:5]2[CH2:6][CH2:7][CH2:8][CH:9]2[CH2:10]1. The reactants are CO (methanol), [H-].[Na+] (sodium hydride), ice, Cl (hydrochloric acid), NC1=C(C=NN1C1=NC(=C(C=C1Cl)C(F)(F)F)F)C#N (5-amino-4-cyano-1-(3-chloro-6-fluoro-5-trifluoromethylpyrid-2-yl) pyrazole), 10. Run in C(C)(C)(C)OC (methyl tert-butyl ether), C(C)(C)(C)OC (methyl tert-butyl ether). Reaction conditions: time 25 minute. Product: NC1=C(C=NN1C1=NC(=C(C=C1Cl)C(F)(F)F)OC)C#N (5-Amino-4-cyano-1-(3-chloro-6-methoxy-5-trifluoromethylpyrid-2-yl) pyrazole). As a reaction SMILES: [CH3:1][OH:2].[H-].[Na+].[NH2:5][C:6]1[N:10]([C:11]2[C:16]([Cl:17])=[CH:15][C:14]([C:18]([F:21])([F:20])[F:19])=[C:13](F)[N:12]=2)[N:9]=[CH:8][C:7]=1[C:23]#[N:24].Cl>C(OC)(C)(C)C>[NH2:5][C:6]1[N:10]([C:11]2[C:16]([Cl:17])=[CH:15][C:14]([C:18]([F:21])([F:20])[F:19])=[C:13]([O:2][CH3:1])[N:12]=2)[N:9]=[CH:8][C:7]=1[C:23]#[N:24] |f:1.2|. Reported procedure: 5 ml of methanol were added in the course of 10 minutes at 20° C. to a suspension of 0.23 g (0.0092 mol) of 95% sodium hydride in 75 ml of methyl tert-butyl ether and the mixture was stirred for 25 minutes until a clear solution was obtained. 3 g (0.0098 mol) 10 of 5-amino-4-cyano-1-(3-chloro-6-fluoro-5-trifluoromethylpyrid-2-yl) pyrazole (Example IV.1.) in 50 ml of methyl tert-butyl ether were subsequently added with stirring and the mixture was stirred for 2 hours at 25 C. Approximately 50 g o... The reactants are O=C(Cl)OCC(Cl)(Cl)Cl, ClCCl, CCOC(=O)c1csc(CO)n1, c1ccncc1. Yields the product CCOC(=O)c1csc(COC(=O)OCC(Cl)(Cl)Cl)n1. As a reaction SMILES: [Cl:19][C:20](=[O:21])[O:22][CH2:23][C:24]([Cl:25])([Cl:26])[Cl:27].[Cl:28][CH2:29][Cl:30].[OH:1][CH2:2][c:3]1[s:4][cH:5][c:6]([C:8](=[O:9])[O:10][CH2:11][CH3:12])[n:7]1.[cH:13]1[cH:14][cH:15][n:16][cH:17][cH:18]1>>[O:1]([CH2:2][c:3]1[s:4][cH:5][c:6]([C:8](=[O:9])[O:10][CH2:11][CH3:12])[n:7]1)[C:20](=[O:21])[O:22][CH2:23][C:24]([Cl:25])([Cl:26])[Cl:27]. Solvent: CC(=O)C (acetone). RXN SMILES: [C:1]([C:4]1[CH:15]=[CH:14][C:7]2[O:8][C:9]3([C:12](=[O:13])[C:6]=2[CH:5]=1)[CH2:11][CH2:10]3)([OH:3])=[O:2].[C:16](=O)([O-])O.[Na+].CN(C)C=O.S(OC)(OC)(=O)=O>CC(C)=O>[CH3:16][O:2][C:1]([C:4]1[CH:15]=[CH:14][C:7]2[O:8][C:9]3([C:12](=[O:13])[C:6]=2[CH:5]=1)[CH2:11][CH2:10]3)=[O:3] |f:1.2|. Reported procedure: 5-Carboxyspiro[benzo[b]furan-2(3H),1'-cyclopropane]-3-one (2 g.) and sodium hydrogen carbonate (1.25 g.) were suspended in acetone (50 ml.) and N,N-dimethylformamide (5 ml.) and, under stirring, dimethyl sulfate (2 ml.) was added dropwise to the mixture. The reaction mixture was refluxed under heating for 24 hours, and, after cooling, the solvent was evaporated off under reduced pressure. The residue was diluted with water and the solution was extracted with ethyl acetate. The extract was washed... Isolated yield 58.5%. The product is COC(=O)C1=CC2=C(OC3(CC3)C2=O)C=C1 (5-methoxycarbonylspiro[benzo[b]furan-2(3H),1'-cyclopropane]-3-one). Starting materials: C(=O)(O)C1=CC2=C(OC3(CC3)C2=O)C=C1 (5-Carboxyspiro[benzo[b]furan-2(3H),1'-cyclopropane]-3-one), S(=O)(=O)(OC)OC (dimethyl sulfate), C(O)([O-])=O.[Na+] (sodium hydrogen carbonate), CN(C=O)C (N,N-dimethylformamide). Reactants: C([O-])([O-])=O.[Ca+2] (Calcium carbonate), N[C@H](CC(C)C)C(=O)N.Cl (D-leucinamide•hydrochloride), [Cl-].[Na+] (sodium chloride), ClC1=NC(=C(C#N)C=C1F)NC=1C=C2C=CC=NC2=CC1 (6-chloro-5-fluoro-2-(quinolin-6-ylamino)nicotinonitrile). Solvent: O1CCOCC1 (1,4-dioxane), C(C)(=O)OCC (ethyl acetate), O (water). Product: C(#N)C=1C=C(C(=NC1NC=1C=C2C=CC=NC2=CC1)N[C@@H](C(=O)N)CC(C)C)F ((2R)-2-(5-cyano-3-fluoro-6-(quinolin-6-ylamino)pyridin-2-ylamino)-4-methylpentanamide). Yield: 83.7%. RXN SMILES: C(=O)([O-])[O-].[Ca+2].[NH2:6][C@@H:7]([C:12]([NH2:14])=[O:13])[CH2:8][CH:9]([CH3:11])[CH3:10].Cl.Cl[C:17]1[C:24]([F:25])=[CH:23][C:20]([C:21]#[N:22])=[C:19]([NH:26][C:27]2[CH:28]=[C:29]3[C:34](=[CH:35][CH:36]=2)[N:33]=[CH:32][CH:31]=[CH:30]3)[N:18]=1.[Cl-].[Na+]>C(OCC)(=O)C.O.O1CCOCC1>[C:21]([C:20]1[CH:23]=[C:24]([F:25])[C:17]([NH:6][C@H:7]([CH2:8][CH:9]([CH3:11])[CH3:10])[C:12]([NH2:14])=[O:13])=[N:18][C:19]=1[NH:26][C:27]1[CH:28]=[C:29]2[C:34](=[CH:35][CH:36]=1)[N:33]=[CH:32][CH:31]=[CH:30]2)#[N:22] |f:0.1,2.3,5.6|. Procedure: Calcium carbonate (138 mg) and D-leucinamide•hydrochloride (83 mg) were added to a 1,4-dioxane (1 ml) solution containing 6-chloro-5-fluoro-2-(quinolin-6-ylamino)nicotinonitrile (30 mg), followed by reflux for 15 hours. The reaction mixture was cooled to room temperature, and water, sodium chloride, and ethyl acetate were added. The organic layer was collected and dried over anhydrous magnesium sulfate, and the solvent was distilled away under reduced pressure. Diisopropylether was added to the ... Solvent: O (H2O), C1(=CC=CC=C1)C (toluene), O (H2O). Reaction SMILES: [C:1]1([C:7]2[NH:8][C:9]3[C:14]([CH:15]=2)=[CH:13][CH:12]=[CH:11][CH:10]=3)[CH:6]=[CH:5][CH:4]=[CH:3][CH:2]=1.[CH2:16](Cl)[C:17]1[CH:22]=[CH:21][CH:20]=[CH:19][CH:18]=1.[OH-].[K+]>O.C1(C)C=CC=CC=1>[CH2:16]([N:8]1[C:9]2[C:14](=[CH:13][CH:12]=[CH:11][CH:10]=2)[CH:15]=[C:7]1[C:1]1[CH:6]=[CH:5][CH:4]=[CH:3][CH:2]=1)[C:17]1[CH:22]=[CH:21][CH:20]=[CH:19][CH:18]=1 |f:2.3|. Reported procedure: A mixture of 19.33 g (0.1 mole) of 2-phenylindole, 13.92 g (0.11 mole) of benzyl chloride, 33 g (0.5 mole) of 85% KOH, 14 mL of H2O, 2.5 g (2.5 mmoles) of PEG-1000, and 100 mL of toluene was stirred and heated at 55°-60° for 24 hours. After cooling to room temperature, 100 mL of H2O was added. The layers were separated. The aqueous layer was extracted with 100 mL of toluene. The combined toluene phases were washed with 2N HCl (2×50 mL), H2O (2×50 mL), and 50 mL of brine and dried over MgSO4. Eva... The yield is 13.2%. The product is C(C1=CC=CC=C1)N1C(=CC2=CC=CC=C12)C1=CC=CC=C1 (1-benzyl-2-phenylindole). Reactants: C1(=CC=CC=C1)C=1NC2=CC=CC=C2C1 (2-phenylindole), C(C1=CC=CC=C1)Cl (benzyl chloride), [OH-].[K+] (KOH), PEG-1000. As a reaction SMILES: [CH3:38][OH:39].[Cl:7][c:8]1[cH:9][cH:10][c:11]([S:14](=[O:15])(=[O:16])[NH:17][CH:18]([C:19](=[S:20])[NH:21][c:22]2[cH:23][cH:24][c:25]([CH2:28][C:29](=[O:30])[O:31][CH2:32][CH3:33])[cH:26][cH:27]2)[CH2:34][CH2:35][CH3:36])[cH:12][cH:13]1.[K+:1].[K+:2].[O-:3][C:4]([O-:5])=[O:6].[OH2:37]>>[Cl:7][c:8]1[cH:9][cH:10][c:11]([S:14](=[O:15])(=[O:16])[NH:17][CH:18]([C:19](=[S:20])[NH:21][c:22]2[cH:23][cH:24][c:25]([CH2:28][C:29](=[O:30])[OH:31])[cH:26][cH:27]2)[CH2:34][CH2:35][CH3:36])[cH:12][cH:13]1. The reactants are CO, CCCC(NS(=O)(=O)c1ccc(Cl)cc1)C(=S)Nc1ccc(CC(=O)OCC)cc1, [K+], [K+], O=C([O-])[O-], O. The product is CCCC(NS(=O)(=O)c1ccc(Cl)cc1)C(=S)Nc1ccc(CC(=O)O)cc1.